Dataset: the Open Reaction Database (ORD), a public repository of structured organic reaction records. Task: describe an organic reaction: reactants, conditions, products, and yield The reactants are COC(=O)c1nc(C)ccc1NC(=O)OC(C)(C)C, ClCCl, O=C(O)C(F)(F)F. Product: COC(=O)c1nc(C)ccc1N. As a reaction SMILES: [CH3:1][C:2]([O:3][C:4](=[O:5])[NH:8][c:9]1[c:10]([C:16](=[O:17])[O:18][CH3:19])[n:11][c:12]([CH3:15])[cH:13][cH:14]1)([CH3:6])[CH3:7].[Cl:27][CH2:28][Cl:29].[F:20][C:21]([F:22])([F:23])[C:24]([OH:25])=[O:26]>>[NH2:8][c:9]1[c:10]([C:16](=[O:17])[O:18][CH3:19])[n:11][c:12]([CH3:15])[cH:13][cH:14]1. Reactants: N1(CCC2=CC=CC=C12)NC(=O)C=1C=NC(=NC1)C1=CC(=CC=C1)F (2-(3-fluoro-phenyl)-pyrimidine-5-carboxylic acid (2,3-dihydro-indol-1-yl)-amide). The reagents and catalysts are O=[Mn]=O (MnO2). Solvent: C(Cl)Cl (DCM). Product: N1(C=CC2=CC=CC=C12)NC(=O)C=1C=NC(=NC1)C1=CC(=CC=C1)F (2-(3-fluoro-phenyl)-pyrimidine-5-carboxylic indol-1-yl-amide). Yield: 54.0%. Reaction SMILES: [N:1]1([NH:10][C:11]([C:13]2[CH:14]=[N:15][C:16]([C:19]3[CH:24]=[CH:23][CH:22]=[C:21]([F:25])[CH:20]=3)=[N:17][CH:18]=2)=[O:12])[C:9]2[C:4](=[CH:5][CH:6]=[CH:7][CH:8]=2)[CH2:3][CH2:2]1>C(Cl)Cl.O=[Mn]=O>[N:1]1([NH:10][C:11]([C:13]2[CH:14]=[N:15][C:16]([C:19]3[CH:24]=[CH:23][CH:22]=[C:21]([F:25])[CH:20]=3)=[N:17][CH:18]=2)=[O:12])[C:9]2[C:4](=[CH:5][CH:6]=[CH:7][CH:8]=2)[CH:3]=[CH:2]1. Reported procedure: A suspended solution of 2-(3-fluoro-phenyl)-pyrimidine-5-carboxylic acid (2,3-dihydro-indol-1-yl)-amide (0.39 mmol) and MnO2 (1.95 mmol) in DCM (10 mL) is stirred at rt for 40 min. The reaction mixture is filtered and the filtrate is concentrated in vacuo. The residue is purified by silica gel chromatography eluting with 0-40% EtOAc in heptane to afford 2-(3-fluoro-phenyl)-pyrimidine-5-carboxylic indol-1-yl-amide (70 mg, 54%) as a solid. MS: 333 (M+H); 1H NMR (300 MHz, CDCl3): δ 6.60 (s, H), 7.1... The reactants are example 1 ( b ), ClC=1C=C2C(NC(=NC2=CC1)SC)C1=CC=CC=C1 (6-Chloro-2-methylsulfanyl-4-phenyl-3,4-dihydro-quinazoline), NC1CCC2=CC=CC=C12 ((+/−)-1-aminoindan), ClC=1C=C2C(NC(=NC2=CC1)SC)C1=CC=CC=C1 (6-chloro-2-methylsulfanyl-4-phenyl-3,4-dihydro-quinazoline). The product is ClC=1C=C2C(NC(=NC2=CC1)NC1CCC2=CC=CC=C12)C1=CC=CC=C1 ((6-Chloro-4-phenyl-3,4-dihydro-quinazolin-2-yl)-indan-1-yl-amine). As a reaction SMILES: [NH2:1][CH:2]1[C:10]2[C:5](=[CH:6][CH:7]=[CH:8][CH:9]=2)[CH2:4][CH2:3]1.[Cl:11][C:12]1[CH:13]=[C:14]2[C:19](=[CH:20][CH:21]=1)[N:18]=[C:17](SC)[NH:16][CH:15]2[C:24]1[CH:29]=[CH:28][CH:27]=[CH:26][CH:25]=1>>[Cl:11][C:12]1[CH:13]=[C:14]2[C:19](=[CH:20][CH:21]=1)[N:18]=[C:17]([NH:1][CH:2]1[C:10]3[C:5](=[CH:6][CH:7]=[CH:8][CH:9]=3)[CH2:4][CH2:3]1)[NH:16][CH:15]2[C:24]1[CH:29]=[CH:28][CH:27]=[CH:26][CH:25]=1. Procedure: The title compound (MS: m/e=374.1 [M+H+]) was prepared in analogy to example 1 (b) from (+/−)-1-aminoindan and 6-chloro-2-methylsulfanyl-4-phenyl-3,4-dihydro-quinazoline. 6-Chloro-2-methylsulfanyl-4-phenyl-3,4-dihydro-quinazoline can be prepared by the method of Richter, P.; Oertel, F. Pharmazie 1990, 45(10), 721-724. Starting materials: C(=C)[Sn](CCCC)(CCCC)CCCC (vinyltributylstannane), COC(=O)C1=NC(=NC(=C1I)N)Cl (6-Amino-2-chloro-5-iodopyrimidine-4-carboxylic acid methyl ester), KHF2. Reagents/catalysts: Cl[Pd]([P](C1=CC=CC=C1)(C2=CC=CC=C2)C3=CC=CC=C3)([P](C4=CC=CC=C4)(C5=CC=CC=C5)C6=CC=CC=C6)Cl (Bis(triphenylphosphine)palladium(II) dichloride). Solvent: ClCCCl (1,2-dichloroethane). Product: COC(=O)C1=NC(=NC(=C1C=C)N)Cl (6-Amino-2-chloro-5-vinylpyrimidine-4-carboxylic acid methyl ester). Yield: 65.8%. Reaction SMILES: [CH3:1][O:2][C:3]([C:5]1[C:10](I)=[C:9]([NH2:12])[N:8]=[C:7]([Cl:13])[N:6]=1)=[O:4].[CH:14]([Sn](CCCC)(CCCC)CCCC)=[CH2:15]>ClCCCl.Cl[Pd](Cl)([P](C1C=CC=CC=1)(C1C=CC=CC=1)C1C=CC=CC=1)[P](C1C=CC=CC=1)(C1C=CC=CC=1)C1C=CC=CC=1>[CH3:1][O:2][C:3]([C:5]1[C:10]([CH:14]=[CH2:15])=[C:9]([NH2:12])[N:8]=[C:7]([Cl:13])[N:6]=1)=[O:4] |^1:35,54|. Procedure: 6-Amino-2-chloro-5-iodopyrimidine-4-carboxylic acid methyl ester (10 g, 32 mmol) was dissolved in 1,2-dichloroethane (100 mL), treated with vinyltributylstannane (11.6 mL, 12.6 g, 40 mmol) and sparged with a nitrogen stream for 10 min. Bis(triphenylphosphine)palladium(II) dichloride (1.1 g, 1.6 mmol, 5 mole %) was added and the mixture was heated at reflux under a nitrogen atmosphere for 3 h. The mixture was cooled, stirred with 10% aqueous KHF2 for 30 min, and filtered through diatomaceous eart... Reactants: C(=O)C(C#N)C1=C(C=C(C=C1C)C)C (a-formyl-2,4,6 trimethylphenylacetonitrile), Cl.C(C)OC(CNC)=O (sarcosine ethyl ester hydrochloride). The solvent is C1=CC=CC=C1 (benzene). The product is C(C)OC(CN(C=C(C#N)C1=C(C=C(C=C1C)C)C)C)=O (N-Methyl-N-[2-(2,4,6-trimethylphenyl)-2-cyanovinyl]-glycine ethyl ester). Reaction SMILES: [CH:1]([CH:3]([C:6]1[C:11]([CH3:12])=[CH:10][C:9]([CH3:13])=[CH:8][C:7]=1[CH3:14])[C:4]#[N:5])=O.Cl.[CH2:16]([O:18][C:19](=[O:23])[CH2:20][NH:21][CH3:22])[CH3:17]>C1C=CC=CC=1>[CH2:16]([O:18][C:19](=[O:23])[CH2:20][N:21]([CH3:22])[CH:1]=[C:3]([C:6]1[C:11]([CH3:12])=[CH:10][C:9]([CH3:13])=[CH:8][C:7]=1[CH3:14])[C:4]#[N:5])[CH3:17] |f:1.2|. Procedure details: A mixture of a-formyl-2,4,6 trimethylphenylacetonitrile (4.5 g, 24 mmol) and sarcosine ethyl ester hydrochloride (3.7 g, 24 mmol) in 100 mL of benzene was refluxed in a Dean-Stark apparatus for 16 h. The solvent was removed in vacuo to afford N-Methyl-N-[2-(2,4,6-trimethylphenyl)-2-cyanovinyl]-glycine ethyl ester as a pale yellow oil. Reactants: [N+](=O)([O-])C1=C(C=CC=C1)CN(N)C1=CC=C(C=C1)Cl (1-[(2-nitrophenyl)methyl]-1-(4-chlorophenyl)hydrazine), Cl (HCl). The reagents and catalysts are [Fe] (iron). Run in C(C)O (ethanol), O (water). The product is NC1=C(C=CC=C1)CN(N)C1=CC=C(C=C1)Cl (1-[(2-aminophenyl)methyl]-1-(4-chlorophenyl)hydrazine). The yield is 77.6%. As a reaction SMILES: [N+:1]([C:4]1[CH:9]=[CH:8][CH:7]=[CH:6][C:5]=1[CH2:10][N:11]([C:13]1[CH:18]=[CH:17][C:16]([Cl:19])=[CH:15][CH:14]=1)[NH2:12])([O-])=O.Cl>C(O)C.O.[Fe]>[NH2:1][C:4]1[CH:9]=[CH:8][CH:7]=[CH:6][C:5]=1[CH2:10][N:11]([C:13]1[CH:18]=[CH:17][C:16]([Cl:19])=[CH:15][CH:14]=1)[NH2:12]. Procedure details: To a solution of 6.5 g (0.023 m) of 1-[(2-nitrophenyl)methyl]-1-(4-chlorophenyl)hydrazine of Example 12a in 150 ml of 95% ethanol and 25 ml of water, 12.8 g (0.23 g-atom) of iron and 1 ml of concentrated HCl was added. The mixture was refluxed for 0.5 hours, cooled, Celite added and filtered. The filtrate was evaporated and the residual material was partitioned between 10% NaOH and ether. The ether extract was dried (Na2SO4), filtered and evaporated to afford a solid which was triturated with he... Starting materials: CC(Oc1cc(-c2ccc(O)nc2)cnc1N)c1c(Cl)ccc(F)c1Cl, OCCN1CCOCC1, CCOC(=O)N=NC(=O)OCC, c1ccc(P(c2ccccc2)c2ccccc2)cc1. Yields the product CC(Oc1cc(-c2ccc(OCCN3CCOCC3)nc2)cnc1N)c1c(Cl)ccc(F)c1Cl. Reaction SMILES: [NH2:1][c:2]1[c:3]([O:15][CH:16]([CH3:17])[c:18]2[c:19]([Cl:26])[c:20]([F:25])[cH:21][cH:22][c:23]2[Cl:24])[cH:4][c:5](-[c:8]2[cH:9][n:10][c:11]([OH:14])[cH:12][cH:13]2)[cH:6][n:7]1.[O:46]1[CH2:47][CH2:48][N:49]([CH2:52][CH2:53][OH:54])[CH2:50][CH2:51]1.[O:55]=[C:56]([O:57][CH2:58][CH3:59])[N:60]=[N:61][C:62]([O:63][CH2:64][CH3:65])=[O:66].[c:27]1([P:28]([c:29]2[cH:30][cH:31][cH:32][cH:33][cH:34]2)[c:35]2[cH:36][cH:37][cH:38][cH:39][cH:40]2)[cH:41][cH:42][cH:43][cH:44][cH:45]1>>[NH2:1][c:2]1[c:3]([O:15][CH:16]([CH3:17])[c:18]2[c:19]([Cl:26])[c:20]([F:25])[cH:21][cH:22][c:23]2[Cl:24])[cH:4][c:5](-[c:8]2[cH:9][n:10][c:11]([O:14][CH2:53][CH2:52][N:49]3[CH2:48][CH2:47][O:46][CH2:51][CH2:50]3)[cH:12][cH:13]2)[cH:6][n:7]1.